Dataset: the Open Reaction Database (ORD), a public repository of structured organic reaction records. Task: describe an organic reaction: reactants, conditions, products, and yield The reactants are resultant solution, NC1=CC=C(C(=C1C(=O)OC)[N+](=O)[O-])C1=C(OC=C1)C=O (methyl 6-amino-3-(2-formylfuran-3-yl)-2-nitrobenzoate), NC1=CC=C(C(=C1C(=O)OC)[N+](=O)[O-])C1=C(OC=C1)C=O (methyl 6-amino-3-(2-formylfuran-3-yl)-2-nitrobenzoate), resultant mixture, CO (methanol), CO (Methanol), N (ammonia). The reagents and catalysts are Cl (Hydrochloric acid), O.O.O.O.O.O.O.S(=O)(=O)([O-])[O-].[Fe+2] (iron (II) sulfate heptahydrate). Run in O (water). Conditions: temperature 70 celsius. Product: NC1=CC=C2C3=C(C=NC2=C1C(=O)OC)OC=C3 (methyl 7-aminofuro[2,3-c]quinoline-6-carboxylate). Yield: 16.0%. As a reaction SMILES: [NH2:1][C:2]1[C:7]([C:8]([O:10][CH3:11])=[O:9])=[C:6]([N+:12]([O-])=O)[C:5]([C:15]2[CH:19]=[CH:18][O:17][C:16]=2[CH:20]=O)=[CH:4][CH:3]=1.CO.N>Cl.O.O.O.O.O.O.O.O.S([O-])([O-])(=O)=O.[Fe+2]>[NH2:1][C:2]1[C:7]([C:8]([O:10][CH3:11])=[O:9])=[C:6]2[C:5]([C:15]3[CH:19]=[CH:18][O:17][C:16]=3[CH:20]=[N:12]2)=[CH:4][CH:3]=1 |f:5.6.7.8.9.10.11.12.13|. Procedure: 1M Hydrochloric acid (14 drops) was added to a solution of iron (II) sulfate heptahydrate (18.44 g) in water (50 mL) and the resultant solution was added to methyl 6-amino-3-(2-formylfuran-3-yl)-2-nitrobenzoate (Intermediate 30, 2.02 g). The resultant mixture was stirred and heated at reflux for 10 minutes then cooled to 70° C. Methanol (50 mL) was added followed by aqueous ammonia (33%, 19.2 mL) and the mixture was stirred and heated at reflux for 5 hours. After cooling, methanol (50 mL) was ad... Reactants: CCOc1cc(C(C)(C)C)ncc1C1=NC(C)(c2ccc(Cl)cc2)C(C)(c2ccc(Cl)cc2)N1C(=O)N1CCC(CC(=O)O)CC1, Nc1ccc(F)cc1. The product is CCOc1cc(C(C)(C)C)ncc1C1=NC(C)(c2ccc(Cl)cc2)C(C)(c2ccc(Cl)cc2)N1C(=O)N1CCC(CC(=O)Nc2ccc(F)cc2)CC1. As a reaction SMILES: [C:1]([CH3:2])([CH3:3])([CH3:4])[c:5]1[cH:6][c:7]([O:44][CH2:45][CH3:46])[c:8]([C:11]2=[N:15][C:14]([CH3:16])([c:17]3[cH:18][cH:19][c:20]([Cl:23])[cH:21][cH:22]3)[C:13]([CH3:24])([c:25]3[cH:26][cH:27][c:28]([Cl:31])[cH:29][cH:30]3)[N:12]2[C:32](=[O:33])[N:34]2[CH2:35][CH2:36][CH:37]([CH2:40][C:41](=[O:42])[OH:43])[CH2:38][CH2:39]2)[cH:9][n:10]1.[NH2:47][c:48]1[cH:49][cH:50][c:51]([F:52])[cH:53][cH:54]1>>[C:1]([CH3:2])([CH3:3])([CH3:4])[c:5]1[cH:6][c:7]([O:44][CH2:45][CH3:46])[c:8]([C:11]2=[N:15][C:14]([CH3:16])([c:17]3[cH:18][cH:19][c:20]([Cl:23])[cH:21][cH:22]3)[C:13]([CH3:24])([c:25]3[cH:26][cH:27][c:28]([Cl:31])[cH:29][cH:30]3)[N:12]2[C:32](=[O:33])[N:34]2[CH2:35][CH2:36][CH:37]([CH2:40][C:41](=[O:43])[NH:47][c:48]3[cH:49][cH:50][c:51]([F:52])[cH:53][cH:54]3)[CH2:38][CH2:39]2)[cH:9][n:10]1. Starting materials: solution, NC(CN1N=CC(=C1)C(=O)OCC)=S (ethyl 1-(2-amino-2-thioxoethyl)-1H-pyrazole-4-carboxylate), BrCC(=O)C1=CC=C(C=C1)[N+](=O)[O-] (2-bromo-1-(4-nitrophenyl)ethanone). Run in C(C)O (ethanol). Product: [N+](=O)([O-])C1=CC=C(C=C1)C=1N=C(SC1)CN1N=CC(=C1)C(=O)OCC (ethyl 1-{[4-(4-nitrophenyl)-1,3-thiazol-2-yl]methyl}-1H-pyrazole-4-carboxylate). The yield is 89.1%. As a reaction SMILES: [NH2:1][C:2](=[S:14])[CH2:3][N:4]1[CH:8]=[C:7]([C:9]([O:11][CH2:12][CH3:13])=[O:10])[CH:6]=[N:5]1.Br[CH2:16][C:17]([C:19]1[CH:24]=[CH:23][C:22]([N+:25]([O-:27])=[O:26])=[CH:21][CH:20]=1)=O>C(O)C>[N+:25]([C:22]1[CH:23]=[CH:24][C:19]([C:17]2[N:1]=[C:2]([CH2:3][N:4]3[CH:8]=[C:7]([C:9]([O:11][CH2:12][CH3:13])=[O:10])[CH:6]=[N:5]3)[S:14][CH:16]=2)=[CH:20][CH:21]=1)([O-:27])=[O:26]. Procedure: A solution (8 mL) of the compound (1.0 g, 4.7 mmol) obtained in Example 1b and 2-bromo-1-(4-nitrophenyl)ethanone (1.4 g, 5.6 mmol) in ethanol was heated under reflux overnight, and cooled to room temperature. The solvent was evaporated under reduced pressure, and the resulting crude title compound was recrystallized (ethyl acetate-hexane) to give the title compound (1.5 g, 89%) as colorless crystals. The reactants are SeO2, O1CCOCC1 (dioxane), CC1=NC2=C3N=CC=CC3=CC=C2C(=C1)OCC (2-methyl-4-ethoxy-[1,10]phenanthroline), O1CCOCC1 (dioxane). Solvent: O (water). Yields the product C(C)OC1=CC(=NC2=C3N=CC=CC3=CC=C12)C=O (4-Ethoxy-[1,10]phenanthroline-2-carbaldehyde). Isolated yield 16.0%. As a reaction SMILES: [CH3:1][C:2]1[CH:15]=[C:14]([O:16][CH2:17][CH3:18])[C:13]2[C:4](=[C:5]3[C:10](=[CH:11][CH:12]=2)[CH:9]=[CH:8][CH:7]=[N:6]3)[N:3]=1.[O:19]1CCOCC1>O>[CH2:17]([O:16][C:14]1[C:13]2[C:4](=[C:5]3[C:10](=[CH:11][CH:12]=2)[CH:9]=[CH:8][CH:7]=[N:6]3)[N:3]=[C:2]([CH:1]=[O:19])[CH:15]=1)[CH3:18]. Procedure: A solution of SeO2 (1.01 g, 9.1 mmol) in a mixture of dioxane (50 mL) and water (2 mL) was heated to reflux in a two-neck 250 mL round-bottomed flask. A solution of 2-methyl-4-ethoxy-[1,10]phenanthroline (0.87 g, 3.6 mmol) in hot dioxane (50 mL) was added through an addition funnel over a period of 30 minutes and the reaction mixture was refluxed for 1 hour. The reaction mixture was filtered while hot and the residue rinsed with more hot dioxane (20 mL) and filtered. The filtrates were combined ...